Dataset: the Open Reaction Database (ORD), a public repository of structured organic reaction records. Task: describe an organic reaction: reactants, conditions, products, and yield Starting materials: O (water), CN(C(=N)N(C)C)C (1,1,3,3-Tetramethylguanidine), COC(C(NC(C1=C(C=C(C=C1)C(=O)NCC1=CC(=CC=C1)O)Cl)=O)P(=O)(OC)OC)=O (rac.-N-[2-chloro-4-[[(3-hydroxybenzyl)amino]carbonyl]benzoyl]-2-(dimethoxyphosphinyl)glycine methyl ester), C(C)C=1SC(=C(N1)C(C)C)C=O (2-ethyl-4-(1-methylethyl)thiazole-5-carboxaldehyde). The solvent is ClCCl (dichloromethane). Run at temperature 5 celsius, time 30 minute. The product is COC(/C(=C/C1=C(N=C(S1)CC)C(C)C)/NC(C1=C(C=C(C=C1)C(=O)NCC1=CC(=CC=C1)O)Cl)=O)=O ((Z)-2-[[2-chloro-4-[[(3-hydroxybenzyl)amino]carbonyl]benzoyl]amino]3-[2-ethyl-4-(1-methylethyl)thiazole-5-yl]propenoic acid methyl ester). The yield is 65.5%. As a reaction SMILES: CN(C)C(N(C)C)=N.[CH3:9][O:10][C:11](=[O:40])[CH:12](P(OC)(OC)=O)[NH:13][C:14](=[O:33])[C:15]1[CH:20]=[CH:19][C:18]([C:21]([NH:23][CH2:24][C:25]2[CH:30]=[CH:29][CH:28]=[C:27]([OH:31])[CH:26]=2)=[O:22])=[CH:17][C:16]=1[Cl:32].[CH2:41]([C:43]1[S:44][C:45]([CH:51]=O)=[C:46]([CH:48]([CH3:50])[CH3:49])[N:47]=1)[CH3:42].O>ClCCl>[CH3:9][O:10][C:11](=[O:40])/[C:12](/[NH:13][C:14](=[O:33])[C:15]1[CH:20]=[CH:19][C:18]([C:21]([NH:23][CH2:24][C:25]2[CH:30]=[CH:29][CH:28]=[C:27]([OH:31])[CH:26]=2)=[O:22])=[CH:17][C:16]=1[Cl:32])=[CH:51]/[C:45]1[S:44][C:43]([CH2:41][CH3:42])=[N:47][C:46]=1[CH:48]([CH3:49])[CH3:50]. Procedure details: 1,1,3,3-Tetramethylguanidine (107 mg, 0.93 mmol) was added to a solution of rac.-N-[2-chloro-4-[[(3-hydroxybenzyl)amino]carbonyl]benzoyl]-2-(dimethoxyphosphinyl)glycine methyl ester (Example 141; 300 mg, 0.62 mmol) in dichloromethane (10 mL) at ˜5° C. The solution was stirred at ˜5° C. for 30 min and then 2-ethyl-4-(1-methylethyl)thiazole-5-carboxaldehyde (Example 61; 224 mg, 1.24 mmol) was added. The solution was stirred over a weekend at room temperature, then water was added and the layers we...